Dataset: the Open Reaction Database (ORD), a public repository of structured organic reaction records. Task: describe an organic reaction: reactants, conditions, products, and yield Yields the product CC(O)c1ccnc2ncnn12. As a reaction SMILES: [C:1](=[O:2])([c:3]1[cH:4][cH:5][cH:6][cH:7][cH:8]1)[O:9][CH:10]([CH3:11])[c:12]1[cH:13][cH:14][n:15][c:16]2[n:17]1[n:18][cH:19][n:20]2.[C:21](=[O:22])([O-:23])[O-:24].[CH3:27][OH:28].[K+:25].[K+:26].[OH2:29]>>[OH:9][CH:10]([CH3:11])[c:12]1[cH:13][cH:14][n:15][c:16]2[n:17]1[n:18][cH:19][n:20]2. Starting materials: CC(OC(=O)c1ccccc1)c1ccnc2ncnn12, O=C([O-])[O-], CO, [K+], [K+], O. Reactants: ClC=1N=C(C2=C(N1)C=C(S2)I)N2CCOCC2 (2-Chloro-6-iodo-4-morpholinothieno[3,2-d]pyrimidine), N1C(CCC1)=O (2-pyrrolidinone), [O-]P(=O)([O-])[O-].[K+].[K+].[K+] (potassium phosphate tribasic), CN(CCN)C (N,N-dimethylethylenediamine). The reagents and catalysts are [Cu](I)I (copper iodide). Run in O1CCOCC1 (1,4-dioxane). The product is ClC=1N=C(C2=C(N1)C=C(S2)N2C(CCC2)=O)N2CCOCC2 (1-(2-chloro-4-morpholinothieno[3,2-d]pyrimidin-6-yl)pyrrolidin-2-one). RXN SMILES: [Cl:1][C:2]1[N:3]=[C:4]([N:12]2[CH2:17][CH2:16][O:15][CH2:14][CH2:13]2)[C:5]2[S:10][C:9](I)=[CH:8][C:6]=2[N:7]=1.[NH:18]1[CH2:22][CH2:21][CH2:20][C:19]1=[O:23].[O-]P([O-])([O-])=O.[K+].[K+].[K+].CN(C)CCN>O1CCOCC1.[Cu](I)I>[Cl:1][C:2]1[N:3]=[C:4]([N:12]2[CH2:17][CH2:16][O:15][CH2:14][CH2:13]2)[C:5]2[S:10][C:9]([N:18]3[CH2:22][CH2:21][CH2:20][C:19]3=[O:23])=[CH:8][C:6]=2[N:7]=1 |f:2.3.4.5|. Reported procedure: 2-Chloro-6-iodo-4-morpholinothieno[3,2-d]pyrimidine (150 mg), 90 μL of 2-pyrrolidinone, potassium phosphate tribasic (250 mg), copper iodide (7 mg), 4 μL, of N,N-dimethylethylenediamine in 2 mL of 1,4-dioxane was heated to 100° C. for 16 h. The reaction mixture was evaporated and the residue was diluted with ethyl acetate (60 mL), washed with brine (30 mL), dried over MgSO4, filtered and evaporated. The crude product was purified on reverse phase HPLC to give 53 mg of 1-(2-chloro-4-morpholinothi... Product: C(C)(C)(C)C1=C(C(=CC(=C1)C(C)(C)C)C(N1CCCCC1)C1=CC=C(C=C1)F)O (2,4-di-tert-butyl-6-[(4-fluorophenyl)-piperidin-1-yl-methyl]-phenol). Isolated yield 91.5%. Starting materials: N1CCCCC1 (piperidine), FC1=CC=C(C=O)C=C1 (4-fluorobenzaldehyde), C(C)(C)(C)C1=C(C=CC(=C1)C(C)(C)C)O (2,4-di-tert-butylphenol). Solvent: C1(=CC=CC=C1)C (toluene), C1(=CC=CC=C1)C (toluene). Procedure details: 8.29 g (97.33 mmol) of piperidine are added, at room temperature, to a solution of 5.52 g (44.43 mmol) of 4-fluorobenzaldehyde in 50 ml of toluene. The slightly yellow-colored solution is boiled under reflux for 16 hours; approximately 1 ml of water is separated off using a water separator, and a solution of 8.73 g (42.32 mmol) of 2,4-di-tert-butylphenol in 15 ml of toluene is then added dropwise. The reaction mixture is boiled at reflux for further 16 hours and then cooled to room temperature; ... As a reaction SMILES: [NH:1]1[CH2:6][CH2:5][CH2:4][CH2:3][CH2:2]1.[F:7][C:8]1[CH:15]=[CH:14][C:11]([CH:12]=O)=[CH:10][CH:9]=1.[C:16]([C:20]1[CH:25]=[C:24]([C:26]([CH3:29])([CH3:28])[CH3:27])[CH:23]=[CH:22][C:21]=1[OH:30])([CH3:19])([CH3:18])[CH3:17]>C1(C)C=CC=CC=1>[C:16]([C:20]1[CH:25]=[C:24]([C:26]([CH3:29])([CH3:28])[CH3:27])[CH:23]=[C:22]([CH:12]([C:11]2[CH:14]=[CH:15][C:8]([F:7])=[CH:9][CH:10]=2)[N:1]2[CH2:6][CH2:5][CH2:4][CH2:3][CH2:2]2)[C:21]=1[OH:30])([CH3:19])([CH3:18])[CH3:17]. The reactants are CC(C)(C)OC(=O)N1CCC(C(=O)c2nc3ccccc3[nH]2)CC1, OCc1ccc(F)cc1, C1CCOC1, c1ccc(P(c2ccccc2)c2ccccc2)cc1. The product is CC(C)(C)OC(=O)N1CCC(C(=O)c2nc3ccccc3n2Cc2ccc(F)cc2)CC1. As a reaction SMILES: [C:1]([CH3:2])([CH3:3])([CH3:4])[O:5][C:6](=[O:7])[N:8]1[CH2:9][CH2:10][CH:11]([C:14](=[O:15])[c:16]2[n:17][c:18]3[c:19]([nH:20]2)[cH:21][cH:22][cH:23][cH:24]3)[CH2:12][CH2:13]1.[F:25][c:26]1[cH:27][cH:28][c:29]([CH2:30][OH:31])[cH:32][cH:33]1.[O:53]1[CH2:54][CH2:55][CH2:56][CH2:57]1.[c:34]1([P:35]([c:36]2[cH:37][cH:38][cH:39][cH:40][cH:41]2)[c:42]2[cH:43][cH:44][cH:45][cH:46][cH:47]2)[cH:48][cH:49][cH:50][cH:51][cH:52]1>>[C:1]([CH3:2])([CH3:3])([CH3:4])[O:5][C:6](=[O:7])[N:8]1[CH2:9][CH2:10][CH:11]([C:14](=[O:15])[c:16]2[n:17]([CH2:30][c:29]3[cH:28][cH:27][c:26]([F:25])[cH:33][cH:32]3)[c:18]3[c:19]([n:20]2)[cH:21][cH:22][cH:23][cH:24]3)[CH2:12][CH2:13]1. Starting materials: BrC(Br)(Br)Br, Cc1oc(-c2ccccc2)nc1COc1ccc(CO)cc1, ClCCl, c1ccc(P(c2ccccc2)c2ccccc2)cc1. Yields the product Cc1oc(-c2ccccc2)nc1COc1ccc(CBr)cc1. RXN SMILES: [C:23]([Br:24])([Br:25])([Br:26])[Br:27].[CH3:1][c:2]1[c:3]([CH2:13][O:14][c:15]2[cH:16][cH:17][c:18]([CH2:21][OH:22])[cH:19][cH:20]2)[n:4][c:5](-[c:7]2[cH:8][cH:9][cH:10][cH:11][cH:12]2)[o:6]1.[Cl:47][CH2:48][Cl:49].[c:28]1([P:29]([c:30]2[cH:31][cH:32][cH:33][cH:34][cH:35]2)[c:36]2[cH:37][cH:38][cH:39][cH:40][cH:41]2)[cH:42][cH:43][cH:44][cH:45][cH:46]1>>[CH3:1][c:2]1[c:3]([CH2:13][O:14][c:15]2[cH:16][cH:17][c:18]([CH2:21][Br:24])[cH:19][cH:20]2)[n:4][c:5](-[c:7]2[cH:8][cH:9][cH:10][cH:11][cH:12]2)[o:6]1. Run in C(CCC)O (butanol). Starting materials: 113.2, ClC1=C(C=C(C(=C1)[N+](=O)[O-])Cl)Cl (1,2,4-trichloro-5-nitrobenzene), NCCCO (3-amino-1-propanol), [K] (potassium). Reaction SMILES: [Cl:1][C:2]1[CH:7]=[C:6]([N+:8]([O-:10])=[O:9])[C:5](Cl)=[CH:4][C:3]=1[Cl:12].[NH2:13][CH2:14][CH2:15][CH2:16][OH:17].[K]>C(O)CCC>[Cl:1][C:2]1[C:3]([Cl:12])=[CH:4][C:5]([NH:13][CH2:14][CH2:15][CH2:16][OH:17])=[C:6]([N+:8]([O-:10])=[O:9])[CH:7]=1 |^1:17|. The product is 31.7, ClC1=CC(=C(C=C1Cl)NCCCO)[N+](=O)[O-] (3-[(4,5-dichloro-2-nitrophenyl)amino]-1-propanol). Procedure: A mixture of 113.2 parts of 1,2,4-trichloro-5-nitrobenzene, 75 parts of 3-amino-1-propanol, 0.2 parts of potassium iodic and 200 parts of butanol is stirred and refluxed overnight. The butanol is removed be evaporated in vacuo and water is added to the residue. The product is extracted with 4-methyl-2-pentanone. The extract is washed a few times with water, dried, filtered and evaporated. The oily residue is purified by column-chromatography over silica gel using a mixture of trichoromethane and...